Dataset: the Open Reaction Database (ORD), a public repository of structured organic reaction records. Task: describe an organic reaction: reactants, conditions, products, and yield The reactants are C(C#C)O (propargyl alcohol), BrCC1=NN=C(C2=CC=CC=C12)Cl (1-Bromomethyl-4-chlorophthalazine). The solvent is O1CCCC1 (tetrahydrofuran). Reaction conditions: time 3 hour. Yields the product ClC1=NN=C(C2=CC=CC=C12)COCC#C (1-Chloro-4-(prop-2-ynyloxy)methylphthalazine). The yield is 23.1%. Reaction SMILES: [CH2:1]([OH:4])[C:2]#[CH:3].Br[CH2:6][C:7]1[C:16]2[C:11](=[CH:12][CH:13]=[CH:14][CH:15]=2)[C:10]([Cl:17])=[N:9][N:8]=1>O1CCCC1>[Cl:17][C:10]1[C:11]2[C:16](=[CH:15][CH:14]=[CH:13][CH:12]=2)[C:7]([CH2:6][O:4][CH2:1][C:2]#[CH:3])=[N:8][N:9]=1. Procedure details: A solution of propargyl alcohol (46 mg, 0.81 mmol) and KN(TMS)2 (1.63 mL, 0.81 mmol) in tetrahydrofuran (1.5 mL) is stirred under argon for 30 min before 1-bromomethyl-4-chlorophthalazine (2) (140 mg, 0.54 mmol) is added. The mixture is stirred for 3 h, quenched with 2 N HCl (5 mL) and H2O (15 mL), and extracted with ethyl acetate (80 mL). The extract is washed (brine) and dried. After solvent removal at reduced pressure, the residue is purified on silica gel (20% to 25% ethyl acetate/hexane) to... Starting materials: CC(C)(C)OC(=O)NCC(=O)NC1CCN(Cc2ccccc2)CC1, CO, Cl, C1COCCO1. Yields the product NCC(=O)NC1CCN(Cc2ccccc2)CC1. Reaction SMILES: [CH2:8]([c:9]1[cH:10][cH:11][cH:12][cH:13][cH:14]1)[N:15]1[CH2:16][CH2:17][CH:18]([NH:21][C:22]([CH2:23][NH:24][C:25]([O:26][C:27]([CH3:28])([CH3:29])[CH3:30])=[O:31])=[O:32])[CH2:19][CH2:20]1.[CH3:33][OH:34].[ClH:7].[O:1]1[CH2:2][CH2:3][O:4][CH2:5][CH2:6]1>>[CH2:8]([c:9]1[cH:10][cH:11][cH:12][cH:13][cH:14]1)[N:15]1[CH2:16][CH2:17][CH:18]([NH:21][C:22]([CH2:23][NH2:24])=[O:32])[CH2:19][CH2:20]1. Reactants: BrCc1ccc2c(Br)cccc2c1, [C-]#N, CC#N, [Na+], O. Product: N#CCc1ccc2c(Br)cccc2c1. As a reaction SMILES: [Br:1][c:2]1[c:3]2[cH:4][cH:5][c:6]([CH2:12][Br:13])[cH:7][c:8]2[cH:9][cH:10][cH:11]1.[C-:14]#[N:15].[CH3:17][C:18]#[N:19].[Na+:16].[OH2:20]>>[Br:1][c:2]1[c:3]2[cH:4][cH:5][c:6]([CH2:12][C:14]#[N:15])[cH:7][c:8]2[cH:9][cH:10][cH:11]1.